Dataset: the Open Reaction Database (ORD), a public repository of structured organic reaction records. Task: describe an organic reaction: reactants, conditions, products, and yield The solvent is O (water). The yield is 76.1%. Reported procedure: 1-benzenesulfonyl-7-fluoro-3-(5-pyrrolidin-1-ylmethyl-thiophen-2-yl)-indole (0.20 g, 0.46 mmol) and potassium carbonate (0.25 g, 1.82 mmol) were treated with a mixture of methanol and water (3:1 v/v; 4 ml) and subjected to microwave irradiation at 100° C. for 600 s. The resulting suspension was then concentrated under reduced pressure and partitioned between dichloromethane (10 ml) and water (10 ml). The organic phase was separated and the aqueous phase washed with dichloromethane (10 ml). The c... The product is FC=1C=CC=C2C(=CNC12)C=1SC(=CC1)CN1CCCC1 (7-fluoro-3-(5-pyrrolidin-1-ylmethyl-thiophen-2-yl)-indole). As a reaction SMILES: C1(S([N:10]2[C:18]3[C:13](=[CH:14][CH:15]=[CH:16][C:17]=3[F:19])[C:12]([C:20]3[S:21][C:22]([CH2:25][N:26]4[CH2:30][CH2:29][CH2:28][CH2:27]4)=[CH:23][CH:24]=3)=[CH:11]2)(=O)=O)C=CC=CC=1.C(=O)([O-])[O-].[K+].[K+].CO>O>[F:19][C:17]1[CH:16]=[CH:15][CH:14]=[C:13]2[C:18]=1[NH:10][CH:11]=[C:12]2[C:20]1[S:21][C:22]([CH2:25][N:26]2[CH2:27][CH2:28][CH2:29][CH2:30]2)=[CH:23][CH:24]=1 |f:1.2.3|. The reactants are C1(=CC=CC=C1)S(=O)(=O)N1C=C(C2=CC=CC(=C12)F)C=1SC(=CC1)CN1CCCC1 (1-benzenesulfonyl-7-fluoro-3-(5-pyrrolidin-1-ylmethyl-thiophen-2-yl)-indole), C([O-])([O-])=O.[K+].[K+] (potassium carbonate), CO (methanol). The reactants are CC(C)(C)OC(=O)N1CC(COc2cc([N+](=O)[O-])ccc2Cl)C1, CO, CC(=O)O, O. The product is CC(C)(C)OC(=O)N1CC(COc2cc(N)ccc2Cl)C1. Reaction SMILES: [C:1]([CH3:2])([CH3:3])([CH3:4])[O:5][C:6](=[O:7])[N:8]1[CH2:9][CH:10]([CH2:12][O:13][c:14]2[c:15]([Cl:23])[cH:16][cH:17][c:18]([N+:20]([O-:21])=[O:22])[cH:19]2)[CH2:11]1.[CH3:24][OH:25].[CH3:27][C:28](=[O:29])[OH:30].[OH2:26]>>[C:1]([CH3:2])([CH3:3])([CH3:4])[O:5][C:6](=[O:7])[N:8]1[CH2:9][CH:10]([CH2:12][O:13][c:14]2[c:15]([Cl:23])[cH:16][cH:17][c:18]([NH2:20])[cH:19]2)[CH2:11]1. The reactants are O=C([O-])[O-], COC(=O)Cc1ccc(OS(=O)(=O)C(F)(F)F)c(Oc2ccc([N+](=O)[O-])cc2CSCC(F)(F)F)c1, CB1OB(C)OB(C)O1, COCCOC, [K+], [K+], O, c1ccc(P(c2ccccc2)(c2ccccc2)[Pd](P(c2ccccc2)(c2ccccc2)c2ccccc2)(P(c2ccccc2)(c2ccccc2)c2ccccc2)P(c2ccccc2)(c2ccccc2)c2ccccc2)cc1. Yields the product COC(=O)Cc1ccc(C)c(Oc2ccc([N+](=O)[O-])cc2CSCC(F)(F)F)c1. Reaction SMILES: [C:46](=[O:47])([O-:48])[O-:49].[CH3:1][O:2][C:3]([CH2:4][c:5]1[cH:6][c:7]([O:19][c:20]2[c:21]([CH2:29][S:30][CH2:31][C:32]([F:33])([F:34])[F:35])[cH:22][c:23]([N+:26](=[O:27])[O-:28])[cH:24][cH:25]2)[c:8]([O:11][S:12]([C:13]([F:14])([F:15])[F:16])(=[O:17])=[O:18])[cH:9][cH:10]1)=[O:36].[CH3:37][B:38]1[O:39][B:40]([CH3:41])[O:42][B:43]([CH3:44])[O:45]1.[CH3:52][O:53][CH2:54][CH2:55][O:56][CH3:57].[K+:50].[K+:51].[OH2:58].[cH:59]1[cH:60][cH:61][c:62]([P:63]([Pd:64]([P:65]([c:66]2[cH:67][cH:68][cH:69][cH:70][cH:71]2)([c:72]2[cH:73][cH:74][cH:75][cH:76][cH:77]2)[c:78]2[cH:79][cH:80][cH:81][cH:82][cH:83]2)([P:84]([c:85]2[cH:86][cH:87][cH:88][cH:89][cH:90]2)([c:91]2[cH:92][cH:93][cH:94][cH:95][cH:96]2)[c:97]2[cH:98][cH:99][cH:100][cH:101][cH:102]2)[P:103]([c:104]2[cH:105][cH:106][cH:107][cH:108][cH:109]2)([c:110]2[cH:111][cH:112][cH:113][cH:114][cH:115]2)[c:116]2[cH:117][cH:118][cH:119][cH:120][cH:121]2)([c:122]2[cH:123][cH:124][cH:125][cH:126][cH:127]2)[c:128]2[cH:129][cH:130][cH:131][cH:132][cH:133]2)[cH:134][cH:135]1>>[CH3:1][O:2][C:3]([CH2:4][c:5]1[cH:6][c:7]([O:19][c:20]2[c:21]([CH2:29][S:30][CH2:31][C:32]([F:33])([F:34])[F:35])[cH:22][c:23]([N+:26](=[O:27])[O-:28])[cH:24][cH:25]2)[c:8]([CH3:37])[cH:9][cH:10]1)=[O:36]. Starting materials: C1(=CC=CC=C1)C#CCN1C(C2=CC=CC=C2C1=O)=O (2-(3-phenyl-2-propynyl)-1H-isoindole-1,3(2H)-dione), N1=CC=CC2=CC=CC=C12 (quinoline). The reagents and catalysts are [Pd].CC(=O)[O-].CC(=O)[O-].[Pb+2] (Lindlar catalyst). The solvent is C1CCOC1 (THF). Yields the product C1(=CC=CC=C1)C\C=C/N1C(C2=CC=CC=C2C1=O)=O (2-(3-phenyl-2Z-propenyl)-1H-isoindole-1,3(2H)-dione). RXN SMILES: [C:1]1([C:7]#[C:8][CH2:9][N:10]2[C:18](=[O:19])[C:17]3[C:12](=[CH:13][CH:14]=[CH:15][CH:16]=3)[C:11]2=[O:20])[CH:6]=[CH:5][CH:4]=[CH:3][CH:2]=1.N1C2C(=CC=CC=2)C=CC=1>[Pd].CC([O-])=O.CC([O-])=O.[Pb+2].C1COCC1>[C:1]1([CH2:7]/[CH:8]=[CH:9]\[N:10]2[C:18](=[O:19])[C:17]3[C:12](=[CH:13][CH:14]=[CH:15][CH:16]=3)[C:11]2=[O:20])[CH:6]=[CH:5][CH:4]=[CH:3][CH:2]=1 |f:2.3.4.5|. Procedure: The title compound was prepared from the title product (15 g, 57.4 mmol) of Example 153 by hydrogenation using Lindlar catalyst (2.25 g) and quinoline (0.79 g, 6.09 mmol) in THF (150 ml). The reaction mixture was hydrogenated at 5 psi and 0° to obtain a quantitative yield of the cis product. The reactants are BrC=1C(=C(C=C(C1C)Cl)C(C)N1N=C(C=2C1=NC=NC2N)C=C)OC (1-[1-(3-bromo-5-chloro-2-methoxy-4-methylphenyl)ethyl]-3-vinyl-1H-pyrazolo[3,4-d]pyrimidin-4-amine), C[N+]1(CCOCC1)[O-] (N-methylmorpholine N-oxide), C(C)(C)(C)O (t-butyl alcohol), C[N+]1(CCOCC1)[O-] (N-methylmorpholine N-oxide). Reagents/catalysts: [Os](=O)(=O)(=O)=O (osmium tetraoxide). The solvent is O (water), O (water). Reaction conditions: time 3 hour. The product is NC1=C2C(=NC=N1)N(N=C2C(CO)O)C(C)C2=C(C(=C(C(=C2)Cl)C)Br)OC (1-{4-Amino-1-[1-(3-bromo-5-chloro-2-methoxy-4-methylphenyl)ethyl]-1H-pyrazolo[3,4-d]pyrimidin-3-yl}ethane-1,2-diol). Reaction SMILES: [Br:1][C:2]1[C:3]([O:24][CH3:25])=[C:4]([CH:10]([N:12]2[C:16]3=[N:17][CH:18]=[N:19][C:20]([NH2:21])=[C:15]3C(C=C)=[N:13]2)[CH3:11])[CH:5]=[C:6]([Cl:9])[C:7]=1[CH3:8].C[N+]1([O-])CC[O:30]CC1.[C:34]([OH:38])([CH3:37])([CH3:36])C>O.[Os](=O)(=O)(=O)=O>[NH2:21][C:20]1[N:19]=[CH:18][N:17]=[C:16]2[N:12]([CH:10]([C:4]3[CH:5]=[C:6]([Cl:9])[C:7]([CH3:8])=[C:2]([Br:1])[C:3]=3[O:24][CH3:25])[CH3:11])[N:13]=[C:36]([CH:34]([OH:38])[CH2:37][OH:30])[C:15]=12. Procedure: To a solution of 1-[1-(3-bromo-5-chloro-2-methoxy-4-methylphenyl)ethyl]-3-vinyl-1H-pyrazolo[3,4-d]pyrimidin-4-amine (100 mg, 0.236 mmol) in t-butyl alcohol (2 mL) was added N-methylmorpholine N-oxide (30.5 mg, 0.260 mmol) and water (0.74 mL). To the solution was then added aqueous osmium tetraoxide (0.075 mL, 4%). After 3 hr, another equivalent of N-methylmorpholine N-oxide was added. The reaction was stirred at room temperature overnight. The solution was diluted with water, extracted with ethy... The reactants are CCOC(=O)C (EtOAc), [H-].[Na+] (NaH), CI (CH3I), COC(C1=CC(=C(C=C1)C#N)O)=O (4-cyano-3-hydroxybenzoic acid methyl ester). Solvent: CN(C)C=O (DMF). Run at time 24 hour. Yields the product COC(C1=CC(=C(C=C1)C#N)OC)=O (4-Cyano-3-methoxy-benzoic acid methyl ester). Reaction SMILES: [CH3:1][O:2][C:3](=[O:13])[C:4]1[CH:9]=[CH:8][C:7]([C:10]#[N:11])=[C:6]([OH:12])[CH:5]=1.[H-].[Na+].CI.[CH3:18]COC(C)=O>CN(C=O)C>[CH3:1][O:2][C:3](=[O:13])[C:4]1[CH:9]=[CH:8][C:7]([C:10]#[N:11])=[C:6]([O:12][CH3:18])[CH:5]=1 |f:1.2|. Procedure: 4-cyano-3-hydroxybenzoic acid methyl ester, Example 34, Step 3 (4 g, 22.6 mmol) was dissolved in DMF (115 ml) and treated with NaH (1 g, 45.2 mmol) and CH3I (2.8 ml, 45.2 mmol). The reaction mixture was stirred at room temperature for 24 hours. EtOAc was added to the mixture and extracted with 5% citric acid (2×10 mL), saturated NaHCO3 (2×10 mL) and brine (1×10 mL). The organic layer was dried (MgSO4), filtered, and concentrated to yield the desired product. Reactants: CN(C)CC=1NC2=CC=C(C=C2C1)C=O (2-dimethylaminomethyl-1H-indole-5-carbaldehyde), NC1=C(C(=O)N)C(=CC(=C1)OC)OC (2-amino-4,6-dimethoxy-benzamide), S(=O)(O)[O-].[Na+] (sodium hydrogen sulfite), C1(=CC=C(C=C1)S(=O)(=O)O)C (p-toluenesulfonic acid). Run in CN(C(C)=O)C (N,N-dimethylacetamide). Reaction conditions: temperature 120 celsius, time 5 hour. Yields the product CN(C)CC=1NC2=CC=C(C=C2C1)C1=NC2=CC(=CC(=C2C(N1)=O)OC)OC (2-(2-((Dimethylamino)methyl)-1H-indol-5-yl)-5,7-dimethoxyquinazolin-4(3H)-one). As a reaction SMILES: [CH3:1][N:2]([CH2:4][C:5]1[NH:6][C:7]2[C:12]([CH:13]=1)=[CH:11][C:10]([CH:14]=O)=[CH:9][CH:8]=2)[CH3:3].[NH2:16][C:17]1[CH:25]=[C:24]([O:26][CH3:27])[CH:23]=[C:22]([O:28][CH3:29])[C:18]=1[C:19]([NH2:21])=[O:20].S([O-])(O)=O.[Na+].C1(C)C=CC(S(O)(=O)=O)=CC=1>CN(C)C(=O)C>[CH3:3][N:2]([CH2:4][C:5]1[NH:6][C:7]2[C:12]([CH:13]=1)=[CH:11][C:10]([C:14]1[NH:21][C:19](=[O:20])[C:18]3[C:17](=[CH:25][C:24]([O:26][CH3:27])=[CH:23][C:22]=3[O:28][CH3:29])[N:16]=1)=[CH:9][CH:8]=2)[CH3:1] |f:2.3|. Procedure: To a solution of 2-dimethylaminomethyl-1H-indole-5-carbaldehyde (0.88 g crude, 4.35 mmol) and 2-amino-4,6-dimethoxy-benzamide (0.85 g, 4.35 mmol) in N,N-dimethylacetamide (15 mL) were added sodium hydrogen sulfite (58.5 wt %, 0.95 g, 5.22 mmol) and p-toluenesulfonic acid (0.99 g, 5.22 mmol). The reaction mixture was stirred at 120° C. for 5 hours under nitrogen, then cooled to room temperature, and concentrated under reduced pressure. 30% aqueous sodium carbonate (50 mL) was then added. The sepa...